From a dataset of the Open Reaction Database (ORD), a public repository of structured organic reaction records. describe an organic reaction: reactants, conditions, products, and yield The reactants are Cl.Cl.COC=1C=C2CC3(CCN(CC3)CCC3=CC=C(C=C3)[N+](=O)[O-])N=CC2=CC1OC (6,7-dimethoxy-1'-[2-(4-nitrophenyl)ethyl]-spiro[3,4-dihydroisoquinoline-3,4'-piperidine]dihydrochloride), [BH4-].[Na+] (NaBH4). The yield is 163.3%. RXN SMILES: [ClH:1].Cl.[CH3:3][O:4][C:5]1[CH:6]=[C:7]2[C:28](=[CH:29][C:30]=1[O:31][CH3:32])[CH:27]=[N:26][C:9]1([CH2:14][CH2:13][N:12]([CH2:15][CH2:16][C:17]3[CH:22]=[CH:21][C:20]([N+:23]([O-:25])=[O:24])=[CH:19][CH:18]=3)[CH2:11][CH2:10]1)[CH2:8]2.[BH4-].[Na+]>CO>[ClH:1].[ClH:1].[CH3:3][O:4][C:5]1[CH:6]=[C:7]2[C:28](=[CH:29][C:30]=1[O:31][CH3:32])[CH2:27][NH:26][C:9]1([CH2:14][CH2:13][N:12]([CH2:15][CH2:16][C:17]3[CH:18]=[CH:19][C:20]([N+:23]([O-:25])=[O:24])=[CH:21][CH:22]=3)[CH2:11][CH2:10]1)[CH2:8]2 |f:0.1.2,3.4,6.7.8|. Conditions: time 15 minute. Procedure details: To a solution of 6,7-dimethoxy-1'-[2-(4-nitrophenyl)ethyl]-spiro[3,4-dihydroisoquinoline-3,4'-piperidine]dihydrochloride (100 mg) in methanol (6 ml) at 0° C. was added NaBH4 (23.8 mg). The reaction was stirred for 15 min. The aqueous solution was extracted with methylene chloride (2×50 ml). The methylene chloride layers were dried over Na2SO4, concentrated to an oil and redissolved in ethanol. Addition of HCL/diethyl ether gave a solid which was filtered, and dried to yield 0.082 g of the title ... The solvent is CO (methanol). Yields the product Cl.Cl.COC=1C=C2CC3(CCN(CC3)CCC3=CC=C(C=C3)[N+](=O)[O-])NCC2=CC1OC (6,7-Dimethoxy-1'-[2-(4-nitrophenyl)ethyl]-spiro[1,2,3,4-tetrahydroisoquinoline-3,4'-piperidine]Dihydrochloride).